Task: describe an organic reaction: reactants, conditions, products, and yield. Dataset: the Open Reaction Database (ORD), a public repository of structured organic reaction records The reactants are C(C1=CC=CC=C1)(=O)C1=CC=C2CC(NC2=C1)=O (6-benzoyloxindole), dialkyl sulfate, CN1C(CC2=CC=C(C=C12)C(C1=CC=CC=C1)=O)=O (1-methyl-6-benzoyloxindole), C(CC)N1C(CC2=CC=C(C=C12)C(C1=CC=CC=C1)=O)=O (1-n-propyl-6-benzoyloxindole), C(C)(C)N1C(CC2=CC=C(C=C12)C(C1=CC=CC=C1)=O)=O (1-i-propyl-6-benzoyloxindole). The product is C(C)N1C(CC2=CC=C(C=C12)C(C1=CC=CC=C1)=O)=O (1-ethyl-6-benzoyloxindole). Reaction SMILES: C(C1C=C2C(CC(=O)N2)=CC=1)(=O)C1C=CC=CC=1.CN1C2C(=CC=C(C(=O)C3C=CC=CC=3)C=2)CC1=O.[CH2:38]([N:41]1[C:49]2[C:44](=[CH:45][CH:46]=[C:47]([C:50](=[O:57])[C:51]3[CH:56]=[CH:55][CH:54]=[CH:53][CH:52]=3)[CH:48]=2)[CH2:43][C:42]1=[O:58])[CH2:39]C.C(N1C2C(=CC=C(C(=O)C3C=CC=CC=3)C=2)CC1=O)(C)C>>[CH2:38]([N:41]1[C:49]2[C:44](=[CH:45][CH:46]=[C:47]([C:50](=[O:57])[C:51]3[CH:56]=[CH:55][CH:54]=[CH:53][CH:52]=3)[CH:48]=2)[CH2:43][C:42]1=[O:58])[CH3:39]. Procedure details: Starting with 6-benzoyloxindole and the appropriate dialkyl sulfate and employing the procedure of Preparation G6, 1-methyl-6-benzoyloxindole, 1-n-propyl-6-benzoyloxindole and 1-i-propyl-6-benzoyloxindole are prepared. Reactants: CSc1ccc(C(=O)c2cnoc2C2CC2)c(Cl)c1, ClCCl, [Na+], [Na+], O=C(OO)c1cccc(Cl)c1, O=S([O-])S(=O)(=O)[O-]. The product is CS(=O)c1ccc(C(=O)c2cnoc2C2CC2)c(Cl)c1. As a reaction SMILES: [Cl:12][c:13]1[c:14]([C:15](=[O:16])[c:17]2[cH:18][n:19][o:20][c:21]2[CH:22]2[CH2:23][CH2:24]2)[cH:25][cH:26][c:27]([S:29][CH3:30])[cH:28]1.[Cl:40][CH2:41][Cl:42].[Na+:38].[Na+:39].[OH:1][O:2][C:3]([c:4]1[cH:5][c:6]([Cl:7])[cH:8][cH:9][cH:10]1)=[O:11].[S:31]([S:32]([O-:33])=[O:34])([O-:35])(=[O:36])=[O:37]>>[O:1]=[S:29]([c:27]1[cH:26][cH:25][c:14]([C:15](=[O:16])[c:17]2[cH:18][n:19][o:20][c:21]2[CH:22]2[CH2:23][CH2:24]2)[c:13]([Cl:12])[cH:28]1)[CH3:30]. The reactants are ClC1=NC(=NC(=C1NC=O)NOCCOCP(=O)(OCC)OCC)NC=O (4-chloro-6-[2-(diethoxyphosphorylmethoxy) ethoxyamino]-2,5-diformamidopyrimidine). Solvent: C(C)(=O)OC(OCC)OCC (diethoxymethyl acetate). Conditions: time 1 hour. Product: ClC1=C2N=CN(C2=NC(=N1)NC=O)OCCOCP(=O)(OCC)OCC (6-Chloro-9-[2-(diethoxyphosphorylmethoxy)ethoxy]-2-formamidopurine). Yield: 89.2%. As a reaction SMILES: [Cl:1][C:2]1[C:7]([NH:8][CH:9]=O)=[C:6]([NH:11][O:12][CH2:13][CH2:14][O:15][CH2:16][P:17]([O:22][CH2:23][CH3:24])([O:19][CH2:20][CH3:21])=[O:18])[N:5]=[C:4]([NH:25][CH:26]=[O:27])[N:3]=1>C(OC(OCC)OCC)(=O)C>[Cl:1][C:2]1[N:3]=[C:4]([NH:25][CH:26]=[O:27])[N:5]=[C:6]2[C:7]=1[N:8]=[CH:9][N:11]2[O:12][CH2:13][CH2:14][O:15][CH2:16][P:17]([O:22][CH2:23][CH3:24])([O:19][CH2:20][CH3:21])=[O:18]. Procedure: A solution of 4-chloro-6-[2-(diethoxyphosphorylmethoxy) ethoxyamino]-2,5-diformamidopyrimidine (2.8 g, 6.6 mmol) in diethoxymethyl acetate (20 ml) was heated at 120° C. for 2 hours. After cooling to ambient temperature, excess solvent was removed under reduced pressure, the residue dissolved in methanol (20 ml) and 0.880 ammonia (6.5 ml) and the solution stirred at ambient temperature for 1 hour. The solvent was evaporated to leave an oil which was chromatographed on silica gel (eluted with dich... Starting materials: CC(=O)Nc1ccn(C2C=CC(CO)O2)c(=O)n1, CCO, [H][H]. The product is CC(=O)Nc1ccn(C2CCC(CO)O2)c(=O)n1. Reaction SMILES: [C:1]([CH3:2])(=[O:3])[NH:4][c:5]1[n:6][c:7](=[O:18])[n:8]([CH:9]2[CH:10]=[CH:11][CH:12]([CH2:13][OH:14])[O:15]2)[cH:16][cH:17]1.[CH3:21][CH2:22][OH:23].[H:19][H:20]>>[C:1]([CH3:2])(=[O:3])[NH:4][c:5]1[n:6][c:7](=[O:18])[n:8]([CH:9]2[CH2:10][CH2:11][CH:12]([CH2:13][OH:14])[O:15]2)[cH:16][cH:17]1. Reactants: O=C(Nc1ccc(CNC2CCCc3cccnc32)cc1)c1ccccn1, O=Cc1nc2ccccc2[nH]1. The product is O=C(Nc1ccc(CN(Cc2nc3ccccc3[nH]2)C2CCCc3cccnc32)cc1)c1ccccn1. As a reaction SMILES: [n:1]1[cH:2][cH:3][cH:4][c:5]2[c:10]1[CH:9]([NH:11][CH2:12][c:13]1[cH:14][cH:15][c:16]([NH:19][C:20](=[O:21])[c:22]3[n:23][cH:24][cH:25][cH:26][cH:27]3)[cH:17][cH:18]1)[CH2:8][CH2:7][CH2:6]2.[nH:28]1[c:29]([CH:37]=[O:38])[n:30][c:31]2[c:32]1[cH:33][cH:34][cH:35][cH:36]2>>[n:1]1[cH:2][cH:3][cH:4][c:5]2[c:10]1[CH:9]([N:11]([CH2:12][c:13]1[cH:14][cH:15][c:16]([NH:19][C:20](=[O:21])[c:22]3[n:23][cH:24][cH:25][cH:26][cH:27]3)[cH:17][cH:18]1)[CH2:37][c:29]1[nH:28][c:32]3[c:31]([n:30]1)[cH:36][cH:35][cH:34][cH:33]3)[CH2:8][CH2:7][CH2:6]2.